This data is from the Open Reaction Database (ORD), a public repository of structured organic reaction records. The task is: describe an organic reaction: reactants, conditions, products, and yield The reactants are C(C=C)NC(=O)N (allyl urea), ClC(C(=O)OCC)C(=O)C(F)(F)F (ethyl 2-chloro-4,4,4-trifluoroacetoacetate). Yields the product C(C=C)NC=1OC(=C(N1)C(F)(F)F)C(=O)OCC (Ethyl 2-(2-propenylamino)-4-(trifluoromethyl)-5-oxazolecarboxylate). Yield: 36.1%. RXN SMILES: [CH2:1]([NH:4][C:5]([NH2:7])=[O:6])[CH:2]=[CH2:3].Cl[CH:9]([C:15]([C:17]([F:20])([F:19])[F:18])=O)[C:10]([O:12][CH2:13][CH3:14])=[O:11]>>[CH2:1]([NH:4][C:5]1[O:6][C:9]([C:10]([O:12][CH2:13][CH3:14])=[O:11])=[C:15]([C:17]([F:18])([F:20])[F:19])[N:7]=1)[CH:2]=[CH2:3]. Reported procedure: By the procedure of Example 4, 6 g (60 mmol) of allyl urea was reacted with 10.9 g (50 mmol) of ethyl 2-chloro-4,4,4-trifluoroacetoacetate at 140°-150° C. for 18 hours. The product was separated and then recrystallized from methylcyclohexane to yield 4.77 g of a yellow solid product (m.p.=48°-49° C.) identified in Table I. Reactants: O=C([O-])[O-], CCc1[nH]c2c(F)ccc(OCC(=O)OC)c2c(=O)c1Cc1ccc(-n2cccn2)cc1, CN(C)C=O, CC(=O)OC(F)(F)Cl, [K+], [K+], O. The product is CCc1nc2c(F)ccc(OCC(=O)OC)c2c(OC(F)F)c1Cc1ccc(-n2cccn2)cc1. Reaction SMILES: [C:38](=[O:39])([O-:40])[O-:41].[CH3:1][O:2][C:3]([CH2:4][O:5][c:6]1[c:7]2[c:8](=[O:31])[c:9]([CH2:19][c:20]3[cH:21][cH:22][c:23](-[n:26]4[n:27][cH:28][cH:29][cH:30]4)[cH:24][cH:25]3)[c:10]([CH2:17][CH3:18])[nH:11][c:12]2[c:13]([F:16])[cH:14][cH:15]1)=[O:32].[CH3:33][N:34]([CH3:35])[CH:36]=[O:37].[Cl:44][C:45]([F:46])([F:47])[O:48][C:49](=[O:50])[CH3:51].[K+:42].[K+:43].[OH2:52]>>[CH3:1][O:2][C:3]([CH2:4][O:5][c:6]1[c:7]2[c:8]([O:31][CH:45]([F:46])[F:47])[c:9]([CH2:19][c:20]3[cH:21][cH:22][c:23](-[n:26]4[n:27][cH:28][cH:29][cH:30]4)[cH:24][cH:25]3)[c:10]([CH2:17][CH3:18])[n:11][c:12]2[c:13]([F:16])[cH:14][cH:15]1)=[O:32].